Dataset: the Open Reaction Database (ORD), a public repository of structured organic reaction records. Task: describe an organic reaction: reactants, conditions, products, and yield Starting materials: C(#N)C(C(=O)N)=C(C1=CC=C(C=C1)C)SC (2-cyano-3-methylthio-3-(4-tolyl)acrylamide), C(#N)C(C(=O)N)=C(C1=CC=C(C=C1)C)SC (2-cyano-3-methylthio-3-(4-tolyl)acrylamide), N(N)C1=NC=CC=C1 (2-hydrazinopyridine). The product is NC1=C(C(=NN1C1=NC=CC=C1)C1=CC=C(C=C1)C)C(=O)N (5-Amino-1-(2-pyridyl)-3-(4-tolyl)pyrazole-4-carboxamide), solid. RXN SMILES: [C:1]([C:3](=[C:7](SC)[C:8]1[CH:13]=[CH:12][C:11]([CH3:14])=[CH:10][CH:9]=1)[C:4]([NH2:6])=[O:5])#[N:2].[NH:17]([C:19]1[CH:24]=[CH:23][CH:22]=[CH:21][N:20]=1)[NH2:18]>>[NH2:2][C:1]1[N:17]([C:19]2[CH:24]=[CH:23][CH:22]=[CH:21][N:20]=2)[N:18]=[C:7]([C:8]2[CH:13]=[CH:12][C:11]([CH3:14])=[CH:10][CH:9]=2)[C:3]=1[C:4]([NH2:6])=[O:5]. Reported procedure: The title compound was prepared from 2-cyano-3-methylthio-3-(4-tolyl)acrylamide (4.64 mg, 2.0 mmol) and 2-hydrazinopyridine (218 mg, 2.0 mmol) following the procedure used for the compound of Example 12. The title compound was obtained as a white crystalline solid (350 mg) m.p. 244-247°. δH (d6DMSO) 8.46 (1H, dm, J 5.0 Hz), 7.97 (1H, ddd, J 8.4, 7.4, 1.9 Hz), 7.85 (1H, d, J 8.4 Hz), 7.68 (2H, br s), 7.47 (2H, d, J 8.1 Hz), 7.31 (2H, d, J 7.6 Hz), 7.29 (1H, signal obscured by overlapping d), 3.30... Starting materials: ClC1=NC(=CC=C1[N+](=O)[O-])Cl (2,6-dichloro-3-nitropyridine), C([O-])([O-])=O.[K+].[K+] (potassium carbonate), NC(CC)CC (3-amino pentane). The solvent is C(C)#N (acetonitrile). Reaction conditions: time 8 hour. Yields the product EtOAc Hexanes, ClC1=CC=C(C(=N1)NC(CC)CC)[N+](=O)[O-] (6-Chloro-3-nitro-N-(pentan-3-yl)pyridin-2-amine). Isolated yield 48.0%. Reaction SMILES: Cl[C:2]1[C:7]([N+:8]([O-:10])=[O:9])=[CH:6][CH:5]=[C:4]([Cl:11])[N:3]=1.C(=O)([O-])[O-].[K+].[K+].[NH2:18][CH:19]([CH2:22][CH3:23])[CH2:20][CH3:21]>C(#N)C>[Cl:11][C:4]1[N:3]=[C:2]([NH:18][CH:19]([CH2:22][CH3:23])[CH2:20][CH3:21])[C:7]([N+:8]([O-:10])=[O:9])=[CH:6][CH:5]=1 |f:1.2.3|. Procedure details: To a 0° C. mixture of 2,6-dichloro-3-nitropyridine (12 g, 62 mmol) and potassium carbonate (17.1 g, 1.24 mmol) in acetonitrile (200 mL) was added 3-amino pentane by syringe over 30 minutes. After stirring overnight at room temperature, the reaction was concentrated in vacuo. The residue was dissolved in EtOAc and water and the organic layer was washed twice with water and once with brine, dried over sodium sulfate, filtered and concentrated in vacuo. Silica gel chromatography (5%-35% EtOAc/Hexan... Starting materials: IC=1SC=CC1 (2-Iodothiophene), CC1=CC=C(C=C1)B(O)O (4-methylphenylboronic acid). Yields the product CC1=CC=C(C=C1)C=1SC=CC1 (2-(4-methylphenyl)thiophene). As a reaction SMILES: I[C:2]1[S:3][CH:4]=[CH:5][CH:6]=1.[CH3:7][C:8]1[CH:13]=[CH:12][C:11](B(O)O)=[CH:10][CH:9]=1>>[CH3:7][C:8]1[CH:13]=[CH:12][C:11]([C:2]2[S:3][CH:4]=[CH:5][CH:6]=2)=[CH:10][CH:9]=1. Reported procedure: 2-Iodothiophene and 4-methylphenylboronic acid were treated in a manner similar to Reference Example 26-(2) to give 2-(4-methylphenyl)thiophene as colorless crystals. APCI-Mass m/Z 175 (M+H). Reactants: COc1cc(CN2CCNCC2)ccc1Nc1ncc2ccc(-c3ccccc3N(C)S(C)(=O)=O)n2n1, COCC1CO1, CO. Yields the product COCC(O)CN1CCN(Cc2ccc(Nc3ncc4ccc(-c5ccccc5N(C)S(C)(=O)=O)n4n3)c(OC)c2)CC1. Reaction SMILES: [CH3:1][O:2][c:3]1[c:4]([NH:16][c:17]2[n:18][n:19]3[c:20]([cH:21][n:22]2)[cH:23][cH:24][c:25]3-[c:26]2[c:27]([N:32]([S:33](=[O:34])(=[O:35])[CH3:36])[CH3:37])[cH:28][cH:29][cH:30][cH:31]2)[cH:5][cH:6][c:7]([CH2:9][N:10]2[CH2:11][CH2:12][NH:13][CH2:14][CH2:15]2)[cH:8]1.[CH3:38][O:39][CH2:40][CH:41]1[O:42][CH2:43]1.[CH3:44][OH:45]>>[CH3:1][O:2][c:3]1[c:4]([NH:16][c:17]2[n:18][n:19]3[c:20]([cH:21][n:22]2)[cH:23][cH:24][c:25]3-[c:26]2[c:27]([N:32]([S:33](=[O:34])(=[O:35])[CH3:36])[CH3:37])[cH:28][cH:29][cH:30][cH:31]2)[cH:5][cH:6][c:7]([CH2:9][N:10]2[CH2:11][CH2:12][N:13]([CH2:43][CH:41]([CH2:40][O:39][CH3:38])[OH:42])[CH2:14][CH2:15]2)[cH:8]1. Starting materials: C(=O)(O)[O-].[Na+] (NaHCO3), O=C(CNC(=O)C1C(CCC(C1)C)C(C)C)C1=CC=CC=C1 (2-isopropyl-5-methyl-cyclohexanecarboxylic acid (2-oxo-2-phenyl-ethyl)-amide), N (ammonia), [BH3-]C#N.[Na+] (NaCNBH3). Solvent: C(C)(=O)O (acetic acid), C(C)(=O)OCC (ethyl acetate). Conditions: time 80 minute. Product: NC(CNC(=O)C1C(CCC(C1)C)C(C)C)C1=CC=CC=C1 (2-Isopropyl-5-methyl-cyclohexanecarboxylic acid (2-amino-2-phenyl-ethyl)-amide). Yield: 93.4%. Reaction SMILES: O=[C:2]([C:17]1[CH:22]=[CH:21][CH:20]=[CH:19][CH:18]=1)[CH2:3][NH:4][C:5]([CH:7]1[CH2:12][CH:11]([CH3:13])[CH2:10][CH2:9][CH:8]1[CH:14]([CH3:16])[CH3:15])=[O:6].N.[BH3-]C#[N:26].[Na+].C([O-])(O)=O.[Na+]>C(OCC)(=O)C.C(O)(=O)C>[NH2:26][CH:2]([C:17]1[CH:22]=[CH:21][CH:20]=[CH:19][CH:18]=1)[CH2:3][NH:4][C:5]([CH:7]1[CH2:12][CH:11]([CH3:13])[CH2:10][CH2:9][CH:8]1[CH:14]([CH3:16])[CH3:15])=[O:6] |f:2.3,4.5|. Procedure details: A 25 mL microwave reaction vessel equipped with a stir bar was charged with 2-isopropyl-5-methyl-cyclohexanecarboxylic acid (2-oxo-2-phenyl-ethyl)-amide (80 mg) and ammonia (1.5 mL, 7 M in methanol). A drop of acetic acid and NaCNBH3 (20 mg) were added to the reaction mixture and subjected to microwave at 80° C. for 80 min. The residue was taken up in ethyl acetate (30 mL) and saturated NaHCO3 (aq.) (30 mL). The heterogeneous mixture was transferred to a separatory funnel where the aqueous phase... Yield: 95.0%. The product is COC(CN1CCC2=CC(=CC=C12)S)=O ((5-Mercapto-2,3-dihydro-indol-1-yl)-acetic acid methyl ester). RXN SMILES: [CH3:1][O:2][C:3](=[O:17])[CH2:4][N:5]1[C:13]2[C:8](=[CH:9][C:10]([S:14]C#N)=[CH:11][CH:12]=2)[CH2:7][CH2:6]1.O.SCC(O)=O>CO>[CH3:1][O:2][C:3](=[O:17])[CH2:4][N:5]1[C:13]2[C:8](=[CH:9][C:10]([SH:14])=[CH:11][CH:12]=2)[CH2:7][CH2:6]1. The reactants are COC(CN1CCC2=CC(=CC=C12)SC#N)=O ((5-Thiocyanato-2,3-dihydro-indol-1-yl)-acetic acid methyl ester), O (water), SCC(=O)O (mercaptoacetic acid). Procedure: Compound 25B (1.05 g, 4.2 mmol) was refluxed in a solution of water (2 ml), methanol (20 ml) and mercaptoacetic acid (1.2 g, 13 mmol) for 3 h. The solvent was removed under the vacuo, and the crude product was passed a short silica gel chromatography to give 25C in 95% yield. Solvent: CO (methanol). Reactants: CC(=O)O, O=C(Cl)CCl, ClCCl, Cc1c(Cl)cccc1N1CNCC1=O, [K+], [K+], O=C([O-])[O-], O. Yields the product Cc1c(Cl)cccc1N1CN(C(=O)CCl)CC1=O. RXN SMILES: [C:1]([OH:2])(=[O:3])[CH3:4].[Cl:25][CH2:26][C:27](=[O:28])[Cl:29].[Cl:30][CH2:31][Cl:32].[Cl:5][c:6]1[c:7]([CH3:18])[c:8]([N:12]2[CH2:13][NH:14][CH2:15][C:16]2=[O:17])[cH:9][cH:10][cH:11]1.[K+:19].[K+:20].[O-:21][C:22]([O-:23])=[O:24].[OH2:33]>>[Cl:5][c:6]1[c:7]([CH3:18])[c:8]([N:12]2[CH2:13][N:14]([C:27]([CH2:26][Cl:25])=[O:28])[CH2:15][C:16]2=[O:17])[cH:9][cH:10][cH:11]1.